This data is from the Open Reaction Database (ORD), a public repository of structured organic reaction records. The task is: describe an organic reaction: reactants, conditions, products, and yield The reactants are C([O-])([O-])=O.[K+].[K+] (Potassium carbonate), OC1=CC=2C3=C(C(=NC2C=C1)N)N=C(N3CCC)COC (8-hydroxy-2-methoxymethyl-1-propyl-1H-imidazo[4,5-c]quinolin-4-amine), Cl.ClCCN1CCCCC1 (N-(2-chloroethyl)-piperidine hydrochloride), [I-].[Na+] (sodium iodide). The solvent is CC(=O)C (acetone), ClCCl (dichloromethane). Product: COCC=1N(C2=C(C(=NC=3C=CC(=CC23)OCCN2CCCCC2)N)N1)CCC (2-methoxymethyl-8-(2-piperidin-1-ylethoxy)-1-propyl-1H-imidazo[4,5-c]quinolin-4-amine). The yield is 25.2%. As a reaction SMILES: C(=O)([O-])[O-].[K+].[K+].Cl.Cl[CH2:9][CH2:10][N:11]1[CH2:16][CH2:15][CH2:14][CH2:13][CH2:12]1.[I-].[Na+].[OH:19][C:20]1[CH:29]=[CH:28][C:27]2[N:26]=[C:25]([NH2:30])[C:24]3[N:31]=[C:32]([CH2:37][O:38][CH3:39])[N:33]([CH2:34][CH2:35][CH3:36])[C:23]=3[C:22]=2[CH:21]=1>CC(C)=O.ClCCl>[CH3:39][O:38][CH2:37][C:32]1[N:33]([CH2:34][CH2:35][CH3:36])[C:23]2[C:22]3[CH:21]=[C:20]([O:19][CH2:9][CH2:10][N:11]4[CH2:16][CH2:15][CH2:14][CH2:13][CH2:12]4)[CH:29]=[CH:28][C:27]=3[N:26]=[C:25]([NH2:30])[C:24]=2[N:31]=1 |f:0.1.2,3.4,5.6|. Procedure: Potassium carbonate (1.48 g, 10.75 mmol), N-(2-chloroethyl)-piperidine hydrochloride (483 mg, 2.62 mmol), sodium iodide (100 mg, 0.66 mmol), and 8-hydroxy-2-methoxymethyl-1-propyl-1H-imidazo[4,5-c]quinolin-4-amine (500 mg, 1.75 mmol) were combined in acetone as a slurry and heated at reflux overnight. The reaction mixture was cooled to ambient temperature and filtered. The filter cake was washed with acetone and the combined filtrate was concentrated under reduced pressure to afford a solid. The... Yields the product O=C1CC(c2ccc(Cl)cc2)Oc2ccccc21. RXN SMILES: [CH3:19][CH2:20][OH:21].[CH3:23][C:24](=[O:25])[O-:26].[Cl:1][c:2]1[cH:3][cH:4][c:5]([CH:8]=[CH:9][C:10](=[O:11])[c:12]2[c:13]([OH:18])[cH:14][cH:15][cH:16][cH:17]2)[cH:6][cH:7]1.[Na+:22].[OH2:27]>>[Cl:1][c:2]1[cH:3][cH:4][c:5]([CH:8]2[CH2:9][C:10](=[O:11])[c:12]3[c:13]([cH:14][cH:15][cH:16][cH:17]3)[O:18]2)[cH:6][cH:7]1. Reactants: CCO, CC(=O)[O-], O=C(C=Cc1ccc(Cl)cc1)c1ccccc1O, [Na+], O. Reactants: ClC1=CC=C(C=C1)N=CC1=CC=C(OC(C(=O)OCC)(C)C)C=C1 (ethyl 2-[4-{N-(4-chlorophenyl)formimidoyl}phenoxy]-2-methylpropionate), [BH4-].[Na+] (sodium borohydride). Solvent: CO (methanol). Conditions: time 1 hour. Product: Cl.ClC1=CC=C(NCC2=CC=C(OC(C(=O)OCC)(C)C)C=C2)C=C1 (ethyl 2-[4-(4-chloroanilinomethyl)phenoxy]-2-methylpropionate hydrochloride). The yield is 132.4%. RXN SMILES: [Cl:1][C:2]1[CH:7]=[CH:6][C:5]([N:8]=[CH:9][C:10]2[CH:24]=[CH:23][C:13]([O:14][C:15]([CH3:22])([CH3:21])[C:16]([O:18][CH2:19][CH3:20])=[O:17])=[CH:12][CH:11]=2)=[CH:4][CH:3]=1.[BH4-].[Na+]>CO>[ClH:1].[Cl:1][C:2]1[CH:3]=[CH:4][C:5]([NH:8][CH2:9][C:10]2[CH:11]=[CH:12][C:13]([O:14][C:15]([CH3:21])([CH3:22])[C:16]([O:18][CH2:19][CH3:20])=[O:17])=[CH:23][CH:24]=2)=[CH:6][CH:7]=1 |f:1.2,4.5|. Procedure details: In 40 ml of methanol is dissolved 5.3 g of ethyl 2-[4-{N-(4-chlorophenyl)formimidoyl}phenoxy]-2-methylpropionate. Over a period of about 1 hour, 0.58 g of sodium borohydride is added to the solution at 20° to 25° C. with stirring. After stirring the mixture at room temperature for 1 hour, the methanol is distilled off, and the residual oil is dissolved in ether. The solution is washed with water and dried, and the ether is thereafter distilled off. The resulting oily residue (4.2 g) is dissolved... Reactants: COC(C1=CC=C(C=C1)OCC1=NC=CC=C1)=O (4-(Pyridin-2-ylmethoxy)-benzoic acid methyl ester), N1[C@H](CCC1)CN1CCCC1 (1-[(2R)-2-pyrrolidinylmethyl]pyrrolidine). Product: N1=C(C=CC=C1)COC1=CC=C(C=C1)C(=O)N1[C@H](CCC1)CN1CCCC1 ([4-(Pyridin-2-ylmethoxy)-phenyl]-(2-(R)-pyrrolidin-1-ylmethyl-pyrrolidin-1-yl)-methanone). RXN SMILES: CO[C:3](=[O:18])[C:4]1[CH:9]=[CH:8][C:7]([O:10][CH2:11][C:12]2[CH:17]=[CH:16][CH:15]=[CH:14][N:13]=2)=[CH:6][CH:5]=1.[NH:19]1[CH2:23][CH2:22][CH2:21][C@@H:20]1[CH2:24][N:25]1[CH2:29][CH2:28][CH2:27][CH2:26]1>>[N:13]1[CH:14]=[CH:15][CH:16]=[CH:17][C:12]=1[CH2:11][O:10][C:7]1[CH:6]=[CH:5][C:4]([C:3]([N:19]2[CH2:23][CH2:22][CH2:21][C@@H:20]2[CH2:24][N:25]2[CH2:29][CH2:28][CH2:27][CH2:26]2)=[O:18])=[CH:9][CH:8]=1. Reported procedure: The title compound is prepared in a manner substantially analogous to Procedure F from 4-(Pyridin-2-ylmethoxy)-benzoic acid methyl ester and 1-[(2R)-2-pyrrolidinylmethyl]pyrrolidine [CAS 60419-23-0]. MS (ES+) 366.3 Reactants: [Ag+], O=C1c2ccccc2SCCC1Br, CN(C)C=O, [Li+], [Li+], O=C([O-])[O-], Cc1ccc(S(=O)(=O)[O-])cc1. Product: O=C1c2ccccc2SC12CC2. RXN SMILES: [Ag+:36].[Br:1][CH:2]1[C:3](=[O:13])[c:4]2[c:5]([cH:9][cH:10][cH:11][cH:12]2)[S:6][CH2:7][CH2:8]1.[CH3:20][N:21]([CH3:22])[CH:23]=[O:24].[Li+:14].[Li+:15].[O-:16][C:17](=[O:18])[O-:19].[O-:25][S:26]([c:27]1[cH:28][cH:29][c:30]([CH3:31])[cH:32][cH:33]1)(=[O:34])=[O:35]>>[CH2:2]1[C:7]2([C:3](=[O:13])[c:4]3[c:5]([cH:9][cH:10][cH:11][cH:12]3)[S:6]2)[CH2:8]1. Starting materials: ClC1=C(C=C(C(=O)Cl)C=C1)[N+](=O)[O-] (4-chloro-3-nitrobenzoyl chloride), BrC1=C(CN)C=CC=C1 (2-Bromo-benzylamine). As a reaction SMILES: [Cl:1][C:2]1[CH:10]=[CH:9][C:5]([C:6](Cl)=[O:7])=[CH:4][C:3]=1[N+:11]([O-:13])=[O:12].[Br:14][C:15]1[CH:22]=[CH:21][CH:20]=[CH:19][C:16]=1[CH2:17][NH2:18]>>[Br:14][C:15]1[CH:22]=[CH:21][CH:20]=[CH:19][C:16]=1[CH2:17][NH:18][C:6](=[O:7])[C:5]1[CH:9]=[CH:10][C:2]([Cl:1])=[C:3]([N+:11]([O-:13])=[O:12])[CH:4]=1. Procedure: A mixture of 4-chloro-3-nitrobenzoyl chloride was reacted with 2-Bromo-benzylamine to produce N-(2-Bromo-benzyl)-4-chloro-3-nitro-benzamide according to the procedure of Example 10A, which was treated sequentially using the procedures from Examples 22A and 22B to provide the title product. Yields the product BrC1=C(CNC(C2=CC(=C(C=C2)Cl)[N+](=O)[O-])=O)C=CC=C1 (N-(2-Bromo-benzyl)-4-chloro-3-nitro-benzamide). Reactants: C(C)(C)(C)OC(=O)N1C(CN(CC1)C(=O)C1=NC(=CC=C1)C(C)C)(C)C (4-(6-isopropyl-pyridine-2-carbonyl)-2,2-dimethyl-piperazine-1-carboxylic acid tert-butyl ester), C(=O)(C(F)(F)F)O (TFA). Run at time 12 hour. The product is FC(C(=O)O)(F)F.CC1(CN(CCN1)C(=O)C1=NC(=CC=C1)C(C)C)C ((3,3-Dimethyl-piperazin-1-yl)-(6-isopropyl-pyridin-2-yl)-methanone trifluoroacetate). As a reaction SMILES: C(OC([N:8]1[CH2:13][CH2:12][N:11]([C:14]([C:16]2[CH:21]=[CH:20][CH:19]=[C:18]([CH:22]([CH3:24])[CH3:23])[N:17]=2)=[O:15])[CH2:10][C:9]1([CH3:26])[CH3:25])=O)(C)(C)C.[C:27]([OH:33])([C:29]([F:32])([F:31])[F:30])=[O:28]>>[F:30][C:29]([F:32])([F:31])[C:27]([OH:33])=[O:28].[CH3:25][C:9]1([CH3:26])[NH:8][CH2:13][CH2:12][N:11]([C:14]([C:16]2[CH:21]=[CH:20][CH:19]=[C:18]([CH:22]([CH3:23])[CH3:24])[N:17]=2)=[O:15])[CH2:10]1 |f:2.3|. Reported procedure: To a mixture of 55.0 mg (0.152 mmol) 4-(6-isopropyl-pyridine-2-carbonyl)-2,2-dimethyl-piperazine-1-carboxylic acid tert-butyl ester was added 100 μl (1.30 mmol) TFA. The resulting mixture was stirred at RT for 12 h. The solvent was evaporated. Reactants: C=O (formaldehyde), ClCCCNC (3-chloro-N-methylpropan-1-amine), P(=O)(OCC)(OCC)[O-] (diethyl phosphate). Solvent: O1CCOCC1 (dioxane). Conditions: time 30 minute. The product is ClCCCN(C)CP(=O)(OCC)OCC (3-chloro-N-(diethoxyphosphorylmethyl)-N-methylpropan-1-amine). The yield is 81.0%. Reaction SMILES: [CH2:1]=O.[Cl:3][CH2:4][CH2:5][CH2:6][NH:7][CH3:8].[P:9]([O-])([O:14][CH2:15][CH3:16])([O:11][CH2:12][CH3:13])=[O:10]>O1CCOCC1>[Cl:3][CH2:4][CH2:5][CH2:6][N:7]([CH2:1][P:9]([O:14][CH2:15][CH3:16])([O:11][CH2:12][CH3:13])=[O:10])[CH3:8]. Procedure: 0.8 mL of 37% aqueous formaldehyde solution is added to suspension of 3-chloro-N-methylpropan-1-amine (1.4 g or 1.3 mmol) in dioxane (30 mL), the resulting mixture is slightly heated until it becomes a solution. The solution is cooled to room temperature, 1.6 mL of diethyl phosphate is added thereto, stirring at room temperature for 30 min, and then stirring at 90-100° C. for 3 h, the reaction is completed. The solvent is removed under reduced pressure, and the residue is purified by column chro... Starting materials: C1(=CC=CC=C1)C1CC(C=2C=CNC2C1)=O (6-phenyl-4,5,6,7-tetrahydroindol-4-one), [H-].[Na+] (sodium hydride), C(C1=CC=CC=C1)Br (benzyl bromide). Solvent: CN(C=O)C (dimethylformamide), CN(C=O)C (dimethylformamide). Run at time 30 minute. Yields the product C(C1=CC=CC=C1)N1C=CC=2C(CC(CC12)C1=CC=CC=C1)=O (1-benzyl-6-phenyl-4,5,6,7-tetrahydroindol-4-one). Isolated yield 75.4%. RXN SMILES: [H-].[Na+].[C:3]1([CH:9]2[CH2:17][C:16]3[NH:15][CH:14]=[CH:13][C:12]=3[C:11](=[O:18])[CH2:10]2)[CH:8]=[CH:7][CH:6]=[CH:5][CH:4]=1.[CH2:19](Br)[C:20]1[CH:25]=[CH:24][CH:23]=[CH:22][CH:21]=1>CN(C)C=O>[CH2:19]([N:15]1[C:16]2[CH2:17][CH:9]([C:3]3[CH:8]=[CH:7][CH:6]=[CH:5][CH:4]=3)[CH2:10][C:11](=[O:18])[C:12]=2[CH:13]=[CH:14]1)[C:20]1[CH:25]=[CH:24][CH:23]=[CH:22][CH:21]=1 |f:0.1|. Reported procedure: To a suspension of 60% sodium hydride (0.18 g, washed with hexane thrice) in dimethylformamide (10 ml) was added 6-phenyl-4,5,6,7-tetrahydroindol-4-one (0.8 g), and the mixture was stirred at room temperature for 30 minutes. To the mixture was added a solution of benzyl bromide (0.71 g) in dimethylformamide (3 ml), and the mixture was stirred at the same temperature for 2.5 hours. Under reduced pressure, the solvent was evaporated, and the residue was dissolved in ethyl acetate. The solution was... Reaction SMILES: [CH:1]([CH2:3][C:4]1[CH:18]=[CH:17][C:7]([O:8][CH2:9][C:10]([O:12][C:13]([CH3:16])([CH3:15])[CH3:14])=[O:11])=[CH:6][CH:5]=1)=O.Cl.[NH2:20][CH:21]([CH:23]([OH:31])[C:24]1[CH:29]=[CH:28][C:27]([OH:30])=[CH:26][CH:25]=1)[CH3:22]>>[OH:31][CH:23]([C:24]1[CH:25]=[CH:26][C:27]([OH:30])=[CH:28][CH:29]=1)[CH:21]([NH:20][CH2:1][CH2:3][C:4]1[CH:18]=[CH:17][C:7]([O:8][CH2:9][C:10]([O:12][C:13]([CH3:16])([CH3:15])[CH3:14])=[O:11])=[CH:6][CH:5]=1)[CH3:22] |f:1.2|. Reported procedure: The ester 20 was prepared by condensation of tert-butyl 4-[formylmethyl]phenoxyacetate (10.0 g, 0.04 mole) with α-(1-aminoethyl)-4-hydroxybenzyl alcohol 13 (8.2 g, 0.04 mole) using the same method as described for the preparation of 5, 8, and 16. The ester 20 (8.18 g, 51%) was obtained as a yellow oil. The reactants are C(=O)CC1=CC=C(OCC(=O)OC(C)(C)C)C=C1 (tert-butyl 4-[formylmethyl]phenoxyacetate), Cl.NC(C)C(C1=CC=C(C=C1)O)O (α-(1-aminoethyl)-4-hydroxybenzyl alcohol hydrochloride). Isolated yield 50.9%. Yields the product OC(C(C)NCCC1=CC=C(OCC(=O)OC(C)(C)C)C=C1)C1=CC=C(C=C1)O (t-Butyl 4-[-2-(beta-hydroxy-alpha-methyl-4-hydroxyphenethylamino)ethyl]phenoxyacetate).